This data is from the Open Reaction Database (ORD), a public repository of structured organic reaction records. The task is: describe an organic reaction: reactants, conditions, products, and yield Starting materials: C(C)(C)(C)OC(=O)N1CC2C(NC3=CC(=CN=C3N2CC1)CO)=O (7-Hydroxymethyl-10-oxo-1,3,4,9,10,10a-hexahydro-2,4a,5,9-tetraaza-phenanthrene-2-carboxylic acid tert-butyl ester), Cl.ClC1=CC=C(C=C1)N1CCNCC1 (1-(4-chlorophenyl)piperazine hydrochloride), [I-].C(#N)C[P+](C)(C)C ((cyanomethyl)trimethylphosphonium iodide), C(C)N(C(C)C)C(C)C (N-ethyl-N-isopropylpropan-2-amine). Solvent: C(CC)#N (propionitrile). Conditions: temperature 90 celsius, time 16 hour. The product is C(C)(C)(C)OC(=O)N1CC2C(NC3=CC(=CN=C3N2CC1)CN1CCN(CC1)C1=CC=C(C=C1)Cl)=O (7-[4-(4-Chloro-phenyl)-piperazin-1-ylmethyl]-10-oxo-1,3,4,9,10,10a-hexahydro-2,4a,5,9-tetraaza-phenanthrene-2-carboxylic acid tert-butyl ester). Isolated yield 81.8%. As a reaction SMILES: [C:1]([O:5][C:6]([N:8]1[CH2:21][CH2:20][N:19]2[CH:10]([C:11](=[O:24])[NH:12][C:13]3[C:18]2=[N:17][CH:16]=[C:15]([CH2:22]O)[CH:14]=3)[CH2:9]1)=[O:7])([CH3:4])([CH3:3])[CH3:2].[I-].C(C[P+](C)(C)C)#N.C(N(C(C)C)C(C)C)C.Cl.[Cl:43][C:44]1[CH:49]=[CH:48][C:47]([N:50]2[CH2:55][CH2:54][NH:53][CH2:52][CH2:51]2)=[CH:46][CH:45]=1>C(#N)CC>[C:1]([O:5][C:6]([N:8]1[CH2:21][CH2:20][N:19]2[CH:10]([C:11](=[O:24])[NH:12][C:13]3[C:18]2=[N:17][CH:16]=[C:15]([CH2:22][N:53]2[CH2:52][CH2:51][N:50]([C:47]4[CH:46]=[CH:45][C:44]([Cl:43])=[CH:49][CH:48]=4)[CH2:55][CH2:54]2)[CH:14]=3)[CH2:9]1)=[O:7])([CH3:4])([CH3:2])[CH3:3] |f:1.2,4.5|. Procedure details: 7-Hydroxymethyl-10-oxo-1,3,4,9,10,10a-hexahydro-2,4a,5,9-tetraaza-phenanthrene-2-carboxylic acid tert-butyl ester (22.0 mg, 0.598 mmol) was suspended in propionitrile (1.5 mL) and (cyanomethyl)trimethylphosphonium iodide (174.0 mg, 0.718 mmol) was added followed by N-ethyl-N-isopropylpropan-2-amine (313 ul, 1.794 mmol). To the stirred mixture was then added 1-(4-chlorophenyl)piperazine hydrochloride (139 mg, 0.598 mmol). The reaction was heated to 90° C. with stirring for 16 h. The crude reactio... Starting materials: C(C)OC(=O)C=1C=C2C(C(NC2=C(C1)C)=S)C (5-ethoxycarbonyl-7-methyl-3-methylthio-2-oxindole), C(C)O (ethanol). The reagents and catalysts are [Ni] (Raney Nickel). The product is C(C)OC(=O)C=1C=C2CC(NC2=C(C1)C)=O (5-ethoxycarbonyl-7-methyl-2-oxindole). Yield: 67.0%. As a reaction SMILES: [CH2:1]([O:3][C:4]([C:6]1[CH:7]=[C:8]2[C:12](=[C:13]([CH3:15])[CH:14]=1)[NH:11][C:10](=S)[CH:9]2C)=[O:5])[CH3:2].C([OH:20])C>[Ni]>[CH2:1]([O:3][C:4]([C:6]1[CH:7]=[C:8]2[C:12](=[C:13]([CH3:15])[CH:14]=1)[NH:11][C:10](=[O:20])[CH2:9]2)=[O:5])[CH3:2]. Procedure details: An 0.80 g (3.01 mmol) portion of the 5-ethoxycarbonyl-7-methyl-3-methylthio-2-oxindole in 130 ml of absolute ethanol was treated with Raney Nickel by the above described procedure to give 0.44 g (2.01 mmol, 67% yield) of 5-ethoxycarbonyl-7-methyl-2-oxindole, m.p. 238°241°; Product: Cc1nc2cc(OCC(O)CN3CCNCC3)ccc2s1. Starting materials: Cc1nc2cc(OCC(O)CN3CCN(C(=O)OC(C)(C)C)CC3)ccc2s1, Cl, C1COCCO1. RXN SMILES: [C:1]([O:2][C:3](=[O:4])[N:8]1[CH2:9][CH2:10][N:11]([CH2:14][CH:15]([CH2:16][O:17][c:18]2[cH:19][cH:20][c:21]3[c:22]([n:23][c:24]([CH3:26])[s:25]3)[cH:27]2)[OH:28])[CH2:12][CH2:13]1)([CH3:5])([CH3:6])[CH3:7].[ClH:29].[O:30]1[CH2:31][CH2:32][O:33][CH2:34][CH2:35]1>>[NH:8]1[CH2:9][CH2:10][N:11]([CH2:14][CH:15]([CH2:16][O:17][c:18]2[cH:19][cH:20][c:21]3[c:22]([n:23][c:24]([CH3:26])[s:25]3)[cH:27]2)[OH:28])[CH2:12][CH2:13]1. Reactants: C(=O)=O (dry ice), C(C=C)O (allyl alcohol), CC1=C(C(=O)C2=C(C1=O)N3C[C@H]4[C@@H]([C@@]3([C@@H]2COC(=O)N)OC)N4)OC (mitomycin A), solution, [OH-].[K+] (KOH), ClCCCO (3-chloropropanol), ClCCCO (3-chloropropanol). Solvent: C(Cl)(Cl)Cl.CO (chloroform methanol), CCOCC (ether). Yields the product C(N)(O)=O.OCC1C2(N(C=3C(C(=C(C(C13)=O)OCCCCl)C)=O)CC1C2N1)OC (1,1a,2,8,8a,8b-Hexahydro-8-(hydroxymethyl)-8a-methoxy-5-methyl-6-(3-chloropropoxy)-azirino[2',3':3,4]pyrrolo[1,2-a]indole-4,7-dione carbamate). The yield is 64.0%. Reaction SMILES: [CH3:1][C:2]1[C:8](=[O:9])[C:7]2[N:10]3[C@@:14]([O:21][CH3:22])([C@H:15]([CH2:16][O:17][C:18]([NH2:20])=[O:19])[C:6]=2[C:4](=[O:5])[C:3]=1[O:24][CH3:25])[C@H:13]1[NH:23][C@H:12]1[CH2:11]3.[OH-].[K+].C(=O)=O.C(O)C=C.[Cl:35][CH2:36][CH2:37]CO>C(Cl)(Cl)Cl.CO.CCOCC>[C:18](=[O:17])([OH:19])[NH2:20].[OH:17][CH2:16][CH:15]1[C:6]2[C:4](=[O:5])[C:3]([O:24][CH2:25][CH2:37][CH2:36][Cl:35])=[C:2]([CH3:1])[C:8](=[O:9])[C:7]=2[N:10]2[CH2:11][CH:12]3[NH:23][CH:13]3[C:14]12[O:21][CH3:22] |f:1.2,6.7,9.10|. Procedure: A solution of mitomycin A (100 mg) in 4 ml of 3-chloropropanol was stirred at room temperature and under nitrogen for 45 minutes with 240 mg of a 1.6% solution of KOH in 3-chloropropanol. The reaction mixture was decomposed with excess dry ice while immersing the flask into a water bath at room temperature. It was then isolated on a silica gel plate using ether, which elutes the allyl alcohol to the top of the plate (the plate was developed several times), followed by a mixture of chloroform-met... Reactants: [Li+].[OH-] (LiOH), C(#N)C=1C(=NC(=C(C(=O)OCC)C1)Cl)Cl (ethyl 5-cyano-2,6-dichloronicotinate), N=1N(N=CC1)C=1C=C(N)C=CC1 (3-(2H-1,2,3-triazol-2-yl)aniline), CCN(C(C)C)C(C)C (DIPEA), C1CCOC1 (THF). The solvent is O (water), C(C)#N (ACN), O (water). Run at time 15 hour. Yields the product N=1N(N=CC1)C1(C(=O)O)C(N=C(C(=C1)C#N)Cl)NC1=CC=CC=C1 (3-(2H-1,2,3-triazol-2-yl)phenylamino-6-chloro-5-cyanonicotinic acid). RXN SMILES: [C:1]([C:3]1[C:4]([Cl:15])=[N:5][C:6](Cl)=[C:7]([CH:13]=1)[C:8]([O:10]CC)=[O:9])#[N:2].[N:16]1[N:17](C2C=C(C=CC=2)N)[N:18]=[CH:19][CH:20]=1.CC[N:30]([CH:34]([CH3:36])[CH3:35])C(C)C.[Li+].[OH-].[CH2:39]1[CH2:43]OC[CH2:40]1>C(#N)C.O>[N:16]1[N:17]([C:7]2([CH:13]=[C:3]([C:1]#[N:2])[C:4]([Cl:15])=[N:5][CH:6]2[NH:30][C:34]2[CH:35]=[CH:43][CH:39]=[CH:40][CH:36]=2)[C:8]([OH:10])=[O:9])[N:18]=[CH:19][CH:20]=1 |f:3.4|. Procedure: To a suspension of ethyl 5-cyano-2,6-dichloronicotinate Q4 (1.10 g, 4.4 mmol) in ACN (20 ml) was added 3-(2H-1,2,3-triazol-2-yl)aniline Q5 (774 mg, 4.84 mmol) and DIPEA (1.18 mL, 6.6 mmol). The mixture was stirred at ambient temperature for 15 h, and diluted with water; the resulting precipitate was collected by filtration to give intermediate, which was added THF (12 mL) and a solution of LiOH (106 mg, 8.8 mmol) in water (6 mL). After stirring at ambient temperature for 2 h, THF was removed by ... Reactants: [BH3-]C#N, CCOc1cc(CN2CCC(NC(=O)c3cccc(-c4nn[nH]n4)c3)CC2)cc(OCC)c1F, CCOc1cc(C=O)cc(OCC)c1-n1cncn1, CCN(C(C)C)C(C)C, CCO, CC(=O)O, [Na+]. Product: CCOc1cc(CN2CCC(NC(=O)c3cccc(-c4nn[nH]n4)c3)CC2)cc(OCC)c1-n1cncn1. Reaction SMILES: [C:54]([BH3-:55])#[N:56].[CH2:1]([CH3:2])[O:3][c:4]1[cH:5][c:6]([CH2:7][N:8]2[CH2:9][CH2:10][CH:11]([NH:14][C:15]([c:16]3[cH:17][c:18](-[c:22]4[n:23][n:24][nH:25][n:26]4)[cH:19][cH:20][cH:21]3)=[O:27])[CH2:12][CH2:13]2)[cH:28][c:29]([O:32][CH2:33][CH3:34])[c:30]1[F:31].[CH2:35]([O:36][c:37]1[cH:38][c:39]([CH:51]=[O:52])[cH:40][c:41]([O:42][CH2:43][CH3:44])[c:45]1-[n:46]1[n:47][cH:48][n:49][cH:50]1)[CH3:53].[CH2:58]([N:59]([CH:60]([CH3:61])[CH3:62])[CH:63]([CH3:64])[CH3:65])[CH3:66].[CH3:67][CH2:68][OH:69].[CH3:70][C:71](=[O:72])[OH:73].[Na+:57]>>[CH2:1]([CH3:2])[O:3][c:4]1[cH:5][c:6]([CH2:7][N:8]2[CH2:9][CH2:10][CH:11]([NH:14][C:15]([c:16]3[cH:17][c:18](-[c:22]4[n:23][n:24][nH:25][n:26]4)[cH:19][cH:20][cH:21]3)=[O:27])[CH2:12][CH2:13]2)[cH:28][c:29]([O:32][CH2:33][CH3:34])[c:30]1-[n:46]1[n:47][cH:48][n:49][cH:50]1. Starting materials: O (water), ClC1=C(CN2C(=O)NC(=O)C=N2)C=CC(=C1)Cl (1-(2',4'-dichlorobenzyl)-6-aza uracil). Reagents/catalysts: [Zn] (zinc). Run in C(C)(=O)O (acetic acid). Product: ClC1=C(CN2NCC(NC2=O)=O)C=CC(=C1)Cl (2-(2',4'-dichlorobenzyl)hexahydro-1,2,4-triazine-3,5 dione). Yield: 50.0%. Reaction SMILES: O.[Cl:2][C:3]1[CH:17]=[C:16]([Cl:18])[CH:15]=[CH:14][C:4]=1[CH2:5][N:6]1[N:13]=[CH:12][C:10](=[O:11])[NH:9][C:7]1=[O:8]>[Zn].C(O)(=O)C>[Cl:2][C:3]1[CH:17]=[C:16]([Cl:18])[CH:15]=[CH:14][C:4]=1[CH2:5][N:6]1[C:7](=[O:8])[NH:9][C:10](=[O:11])[CH2:12][NH:13]1. Reported procedure: Into a three-necked flask equipped with a mechanical stirrer and a condenser were placed 300 ml of water, and stirring was commenced. 3 g of 1-(2',4'-dichlorobenzyl)-6-aza uracil were added and after a fine suspension had been obtained, of 60 ml of glacial acetic acid was added to this suspension. 3.3 g of fine zinc powder was then added in small portions. After all materials had been added the mixture was vigorously stirred and refluxed for 24 hours. The completion of the reduction was verified...